This data is from the Open Reaction Database (ORD), a public repository of structured organic reaction records. The task is: describe an organic reaction: reactants, conditions, products, and yield The reactants are COC1=CC=C(CN2N=C(C=3C2=NC=C(C3)C=3C=C(C=CC3)NC(C=C)=O)C)C=C1 (N-(3-(1-(4-methoxybenzyl)-3-methyl-1H-pyrazolo[3,4-b]pyridin-5-yl)phenyl)acrylamide), FC(C(=O)O)(F)F (trifluoroacetic acid). The solvent is C(Cl)(Cl)Cl (CHCl3). Reaction conditions: temperature 50 celsius. Yields the product CC1=NNC2=NC=C(C=C21)C=2C=C(C=CC2)NC(C=C)=O (N-(3-(3-methyl-1H-pyrazolo[3,4-b]pyridin-5-yl)phenyl)acrylamide). Reaction SMILES: COC1C=CC(C[N:8]2[C:12]3=[N:13][CH:14]=[C:15]([C:17]4[CH:18]=[C:19]([NH:23][C:24](=[O:27])[CH:25]=[CH2:26])[CH:20]=[CH:21][CH:22]=4)[CH:16]=[C:11]3[C:10]([CH3:28])=[N:9]2)=CC=1.FC(F)(F)C(O)=O>C(Cl)(Cl)Cl>[CH3:28][C:10]1[C:11]2[C:12](=[N:13][CH:14]=[C:15]([C:17]3[CH:18]=[C:19]([NH:23][C:24](=[O:27])[CH:25]=[CH2:26])[CH:20]=[CH:21][CH:22]=3)[CH:16]=2)[NH:8][N:9]=1. Procedure: To a stirred solution of N-(3-(1-(4-methoxybenzyl)-3-methyl-1H-pyrazolo[3,4-b]pyridin-5-yl)phenyl)acrylamide (154) (70 mg) in CHCl3 (20 mL) was added trifluoroacetic acid (5 mL) and the reaction mixture heated at 50° C. for 12. After completion of the reaction the solvents were removed, diluted with cold water, pH was adjusted to 8 and the aqueous phase extracted with chloroform twice. The organic layer was washed with brine solution and dried over sodium sulphate and the solvent completely dist... Reactants: COCC(=O)O, Cl, Cc1cc(F)ccc1C1CNCCC1N(C)C(=O)c1cc(C(F)(F)F)cc(C(F)(F)F)c1. Yields the product COCC(=O)N1CCC(N(C)C(=O)c2cc(C(F)(F)F)cc(C(F)(F)F)c2)C(c2ccc(F)cc2C)C1. RXN SMILES: [CH3:34][O:35][CH2:36][C:37](=[O:38])[OH:39].[ClH:1].[F:2][c:3]1[cH:4][c:5]([CH3:33])[c:6]([CH:9]2[CH2:10][NH:11][CH2:12][CH2:13][CH:14]2[N:15]([C:16]([c:17]2[cH:18][c:19]([C:27]([F:28])([F:29])[F:30])[cH:20][c:21]([C:23]([F:24])([F:25])[F:26])[cH:22]2)=[O:31])[CH3:32])[cH:7][cH:8]1>>[F:2][c:3]1[cH:4][c:5]([CH3:33])[c:6]([CH:9]2[CH2:10][N:11]([C:37]([CH2:36][O:35][CH3:34])=[O:38])[CH2:12][CH2:13][CH:14]2[N:15]([C:16]([c:17]2[cH:18][c:19]([C:27]([F:28])([F:29])[F:30])[cH:20][c:21]([C:23]([F:24])([F:25])[F:26])[cH:22]2)=[O:31])[CH3:32])[cH:7][cH:8]1. Reactants: C1COCCOCCOCCOCCOCCO1 (18-crown-6), FC(COP(OCC(F)(F)F)(=O)CC(=O)OC)(F)F (bis(2,2,2-trifluoroethyl)(methoxycarbonylmethyl)phosphonate), C[Si](C)(C)[N-][Si](C)(C)C.[K+] (potassium bis(trimethylsilyl)amide), solution, CSC1=NC(=C(C(=N1)C1=CC=CC=C1)C=O)NC1=CC=CC=C1 (2-methylsulfanyl-4-phenyl-6-phenylamino-pyrimidine-5-carbaldehyde), [NH4+].[Cl-] (NH4Cl). The solvent is C1CCOC1 (THF), C(C)OCC (diethyl ether), C1(=CC=CC=C1)C (toluene), C1CCOC1 (THF). Conditions: time 30 minute. Yields the product CSC=1N=C(C2=C(N1)N(C(C=C2)=O)C2=CC=CC=C2)C2=CC=CC=C2 (2-methylsulfanyl-4,8-diphenyl-8H-pyrido[2,3-d]pyrimidin-7-one). Yield: 90.5%. Reaction SMILES: C1[O:18][CH2:17][CH2:16]OCCOCCOCCOCCOC1.FC(F)(F)COP(CC(OC)=O)(=O)OCC(F)(F)F.C[Si]([N-][Si](C)(C)C)(C)C.[K+].[CH3:48][S:49][C:50]1[N:55]=[C:54]([C:56]2[CH:61]=[CH:60][CH:59]=[CH:58][CH:57]=2)[C:53]([CH:62]=O)=[C:52]([NH:64][C:65]2[CH:70]=[CH:69][CH:68]=[CH:67][CH:66]=2)[N:51]=1.[NH4+].[Cl-]>C1COCC1.C1(C)C=CC=CC=1.C(OCC)C>[CH3:48][S:49][C:50]1[N:55]=[C:54]([C:56]2[CH:61]=[CH:60][CH:59]=[CH:58][CH:57]=2)[C:53]2[CH:62]=[CH:16][C:17](=[O:18])[N:64]([C:65]3[CH:70]=[CH:69][CH:68]=[CH:67][CH:66]=3)[C:52]=2[N:51]=1 |f:2.3,5.6|. Procedure: A solution of 18-crown-6 (422 mg, 1.6 mmol, 5 eq) and bis(2,2,2-trifluoroethyl)(methoxycarbonylmethyl)phosphonate (81 μL, 0.38 mmol, 1.2 eq) in anhydrous THF (20 mL) was cooled to −78°. To this solution was added potassium bis(trimethylsilyl)amide (0.96 mL, 0.48 mmol, 1.5 eq) as a 0.5 mol solution in toluene. This solution was stirred for additional 30 min at −78° and 2-methylsulfanyl-4-phenyl-6-phenylamino-pyrimidine-5-carbaldehyde (102 mg, 0.32 mmol) in dry THF (1 mL) was added dropwise. The r... Starting materials: C(C)(C)(C)C=1N=C(C2=C(N1)N(N=N2)CC)N2CC(CC2)(F)F (5-tert-Butyl-7-(3,3-difluoro-pyrrolidin-1-yl)-3-ethyl-3H-[1,2,3]triazolo[4,5-d]pyrimidine), C(C)(C)(C)C=1N=C(C2=C(N1)NN=N2)N2CC(CC2)(F)F (5-tert-butyl-7-(3,3-difluoropyrrolidin-1-yl)-3H-[1,2,3]triazolo[4,5-d]pyrimidine), BrCC1=C(C=CC(=C1Cl)Cl)Cl (2-(bromomethyl)-1,3,4-trichlorobenzene). Product: C(C)(C)(C)C=1N=C(C2=C(N1)N(N=N2)CC2=C(C(=CC=C2Cl)Cl)Cl)N2CC(CC2)(F)F (5-tert-Butyl-7-(3,3-difluoro-pyrrolidin-1-yl)-3-(2,3,6-trichloro-benzyl)-3H-[1,2,3]triazolo[4,5-d]pyrimidine). Reaction SMILES: [C:1]([C:5]1[N:6]=[C:7]([N:16]2[CH2:20][CH2:19][C:18]([F:22])([F:21])[CH2:17]2)[C:8]2[N:13]=[N:12][N:11]([CH2:14][CH3:15])[C:9]=2[N:10]=1)([CH3:4])([CH3:3])[CH3:2].C(C1N=C(N2CCC(F)(F)C2)C2N=NNC=2N=1)(C)(C)C.BrCC1[C:50]([Cl:51])=[C:49]([Cl:52])[CH:48]=[CH:47][C:46]=1[Cl:53]>>[C:1]([C:5]1[N:6]=[C:7]([N:16]2[CH2:20][CH2:19][C:18]([F:21])([F:22])[CH2:17]2)[C:8]2[N:13]=[N:12][N:11]([CH2:14][C:15]3[C:46]([Cl:53])=[CH:47][CH:48]=[C:49]([Cl:52])[C:50]=3[Cl:51])[C:9]=2[N:10]=1)([CH3:2])([CH3:3])[CH3:4]. Procedure details: In analogy to the procedure described for the synthesis of 5-tert-butyl-7-(3,3-difluoropyrrolidin-1-yl)-3-ethyl-3H-[1,2,3]triazolo[4,5-d]pyrimidine (example 61), the title compound was prepared from 5-tert-butyl-7-(3,3-difluoropyrrolidin-1-yl)-3H-[1,2,3]triazolo[4,5-d]pyrimidine and 2-(bromomethyl)-1,3,4-trichlorobenzene and isolated as white solid. MS (m/e): 475.3 (MH+). Reactants: C1(=CC=CC=C1)C(Cl)(C1=CC=CC=C1)C1=CC=CC=C1 (triphenylchloromethane), C(C=C)(=O)[O-].[K+] (potassium acrylate), C1(O)=CC=C(O)C=C1 (hydroquinone). Run in CN(C=O)C (dimethyl formamide). The product is C(C=C)(=O)OC(C1=CC=CC=C1)(C1=CC=CC=C1)C1=CC=CC=C1 (triphenylmethyl acrylate). RXN SMILES: [C:1]1([C:7]([C:15]2[CH:20]=[CH:19][CH:18]=[CH:17][CH:16]=2)([C:9]2[CH:14]=[CH:13][CH:12]=[CH:11][CH:10]=2)Cl)[CH:6]=[CH:5][CH:4]=[CH:3][CH:2]=1.[C:21]([O-:25])(=[O:24])[CH:22]=[CH2:23].[K+].C1(C=CC(O)=CC=1)O>CN(C)C=O>[C:21]([O:25][C:7]([C:15]1[CH:20]=[CH:19][CH:18]=[CH:17][CH:16]=1)([C:9]1[CH:14]=[CH:13][CH:12]=[CH:11][CH:10]=1)[C:1]1[CH:6]=[CH:5][CH:4]=[CH:3][CH:2]=1)(=[O:24])[CH:22]=[CH2:23] |f:1.2|. Reported procedure: 1 mole triphenylchloromethane was stirred with 1.5 moles potassium acrylate in 998 g dimethyl formamide in the presence of 0.14 g hydroquinone under the conditions described in Example 1. The precipitated potassium chloride was filtered off and the triphenyl methyl acrylate solution was concentrated by rotary evaporation at 65° to 100° C. and reduced to produce liquid triphenylmethyl acrylate. This was dissolved at 70 percent in xylene and filtered. The reactants are C1(=CC=CC=C1)N1N=C(C=C1CCC)CCC=O (3-(1-phenyl-5-propyl-1H-pyrazol-3-yl)propanal), [BH-](OC(=O)C)(OC(=O)C)OC(=O)C.[Na+] (NaBH(OAc)3), COC1=CC=C(C=C1)N1CCNCC1 (1-(4-methoxyphenyl)piperazine), CCN(C(C)C)C(C)C (DIPEA). The product is COC1=CC=C(C=C1)N1CCN(CC1)CCCC1=NN(C(=C1)CCC)C1=CC=CC=C1 (1-(4-methoxyphenyl)-4-(3-(1-phenyl-5-propyl-1H-pyrazol-3-yl)propyl)piperazine). As a reaction SMILES: [C:1]1([N:7]2[C:11]([CH2:12][CH2:13][CH3:14])=[CH:10][C:9]([CH2:15][CH2:16][CH:17]=O)=[N:8]2)[CH:6]=[CH:5][CH:4]=[CH:3][CH:2]=1.[CH3:19][O:20][C:21]1[CH:26]=[CH:25][C:24]([N:27]2[CH2:32][CH2:31][NH:30][CH2:29][CH2:28]2)=[CH:23][CH:22]=1.CCN(C(C)C)C(C)C.[BH-](OC(C)=O)(OC(C)=O)OC(C)=O.[Na+]>>[CH3:19][O:20][C:21]1[CH:22]=[CH:23][C:24]([N:27]2[CH2:32][CH2:31][N:30]([CH2:17][CH2:16][CH2:15][C:9]3[CH:10]=[C:11]([CH2:12][CH2:13][CH3:14])[N:7]([C:1]4[CH:2]=[CH:3][CH:4]=[CH:5][CH:6]=4)[N:8]=3)[CH2:29][CH2:28]2)=[CH:25][CH:26]=1 |f:3.4|. Reported procedure: 42 mg (28%) of target compound was obtained by using a method same as in Example 1 by using 3-(1-phenyl-5-propyl-1H-pyrazol-3-yl)propanal (80 mg, 0.330 mmol), 1-(4-methoxyphenyl)piperazine (64 mg, 0.330 mmol), DIPEA (0.090 mL, 0.495 mmol) and NaBH(OAc)3 (210 mg, 0.990 mmol). Reactants: C(C1=CC=CC=C1)OC(=O)NCCN1CCC(CC1)O[Si](C)(C)C(C)(C)C (N-(benzyloxycarbonyl)-2-[4-(t-butyldimethyl siloxy)-1-piperidyl] ethylamine). The reagents and catalysts are O.[Pd] (palladium hydroxide-on-carbon). The solvent is O1CCCC1 (tetrahydrofuran). Reaction conditions: time 2 day. The product is C(C)(C)(C)[Si](OC1CCN(CC1)CCN)(C)C (2-[4-(t-Butyldimethyl siloxy)-1-piperidyl] ethylamine). Yield: 28.9%. RXN SMILES: C(OC([NH:11][CH2:12][CH2:13][N:14]1[CH2:19][CH2:18][CH:17]([O:20][Si:21]([C:24]([CH3:27])([CH3:26])[CH3:25])([CH3:23])[CH3:22])[CH2:16][CH2:15]1)=O)C1C=CC=CC=1>O1CCCC1.O.[Pd]>[C:24]([Si:21]([CH3:23])([CH3:22])[O:20][CH:17]1[CH2:18][CH2:19][N:14]([CH2:13][CH2:12][NH2:11])[CH2:15][CH2:16]1)([CH3:27])([CH3:26])[CH3:25] |f:2.3|. Procedure: To a solution of N-(benzyloxycarbonyl)-2-[4-(t-butyldimethyl siloxy)-1-piperidyl] ethylamine (1.47 g) in tetrahydrofuran (37 ml), there was added 20% palladium hydroxide-on-carbon (100 mg). The resulting mixture was stirred over 2 days under a hydrogen gas atmosphere. The mixture was filtered through celite to remove the palladium hydroxide-on-carbon and the resulting filtrate was concentrated under reduced pressure. The resulting oily product was purified through the silica gel column chromatog...